Dataset: the Open Reaction Database (ORD), a public repository of structured organic reaction records. Task: describe an organic reaction: reactants, conditions, products, and yield Reaction SMILES: [CH3:26][C:27]1([CH3:43])[O:28][CH2:29][C:30]([CH3:41])([CH3:42])[CH:31]([C:33](=[O:34])[NH:35][CH2:36][CH2:37][C:38](=[O:39])[OH:40])[O:32]1.[NH2:1][CH2:2][CH2:3][CH2:4][CH2:5][NH:6][C:7]([CH2:8][CH2:9][CH2:10][CH2:11][CH2:12][CH2:13][CH2:14][CH:15]=[CH:16][CH2:17][CH2:18][CH2:19][CH2:20][CH2:21][CH2:22][CH2:23][CH3:24])=[O:25]>>[NH:1]([CH2:2][CH2:3][CH2:4][CH2:5][NH:6][C:7]([CH2:8][CH2:9][CH2:10][CH2:11][CH2:12][CH2:13][CH2:14][CH:15]=[CH:16][CH2:17][CH2:18][CH2:19][CH2:20][CH2:21][CH2:22][CH2:23][CH3:24])=[O:25])[C:38]([CH2:37][CH2:36][NH:35][C:33]([CH:31]1[C:30]([CH3:41])([CH3:42])[CH2:29][O:28][C:27]([CH3:26])([CH3:43])[O:32]1)=[O:34])=[O:39]. The reactants are CC1(C)OCC(C)(C)C(C(=O)NCCC(=O)O)O1, CCCCCCCCC=CCCCCCCCC(=O)NCCCCN. Yields the product CCCCCCCCC=CCCCCCCCC(=O)NCCCCNC(=O)CCNC(=O)C1OC(C)(C)OCC1(C)C. Starting materials: OCCNCCNC1=CC=C(C=2C(C3=C(C=CC(=C3C(C12)=O)O)O)=O)NCCNCCO (1,4-bis[2-(2-hydroxyethylamino)ethylamino]-5,8-dihydroxyanthraquinone), FC(C(=O)OCC)(F)F (ethyl triflouroacetate). The solvent is CO (methanol). Yields the product OCCN(C(C(F)(F)F)=O)CCNC1=CC=C(C=2C(C3=C(C=CC(=C3C(C12)=O)O)O)=O)NCCN(C(C(F)(F)F)=O)CCO (1,4-Bis[2-[N-(2-hydroxyethyl)trifluoroacetamido]-ethylamino]-5,8-dihydroxyanthraquinone). As a reaction SMILES: [OH:1][CH2:2][CH2:3][NH:4][CH2:5][CH2:6][NH:7][C:8]1[C:21]2[C:20](=[O:22])[C:19]3[C:14](=[C:15]([OH:24])[CH:16]=[CH:17][C:18]=3[OH:23])[C:13](=[O:25])[C:12]=2[C:11]([NH:26][CH2:27][CH2:28][NH:29][CH2:30][CH2:31][OH:32])=[CH:10][CH:9]=1.[F:33][C:34]([F:41])([F:40])[C:35]([O:37]CC)=O>CO>[OH:1][CH2:2][CH2:3][N:4]([CH2:5][CH2:6][NH:7][C:8]1[C:21]2[C:20](=[O:22])[C:19]3[C:14](=[C:15]([OH:24])[CH:16]=[CH:17][C:18]=3[OH:23])[C:13](=[O:25])[C:12]=2[C:11]([NH:26][CH2:27][CH2:28][N:29]([CH2:30][CH2:31][OH:32])[C:35](=[O:37])[C:34]([F:33])([F:40])[F:41])=[CH:10][CH:9]=1)[C:35](=[O:37])[C:34]([F:41])([F:40])[F:33]. Reported procedure: A suspension of 1.50 g. of 1,4-bis[2-(2-hydroxyethylamino)ethylamino]-5,8-dihydroxyanthraquinone in 75 ml. of ethyl triflouroacetate and 75 ml. of methanol is stirred for 10 minutes. Evaporation of the resulting solution in vacuo at 30° C. leaves a residue which is washed and macerated with methylene chloride, giving 2.11 g. of blue-black solid, m.p. 162° C.